From a dataset of the Open Reaction Database (ORD), a public repository of structured organic reaction records. describe an organic reaction: reactants, conditions, products, and yield The reactants are C1(CC1)COC1=NC=C(C=N1)C(=C)OCC (2-cyclopropylmethoxy-5-(1-ethoxyvinyl)pyrimidine), BrN1C(CCC1=O)=O (N-bromosuccinimide). The solvent is C1CCOC1.O (THF H2O), C(C)(=O)OCC (ethyl acetate). Run at temperature 0 celsius. Product: BrCC(=O)C=1C=NC(=NC1)OCC1CC1 (2-bromo-1-(2-cyclopropylmethoxypyrimidin-5-yl)ethanone). Yield: 71.7%. Reaction SMILES: [CH:1]1([CH2:4][O:5][C:6]2[N:11]=[CH:10][C:9]([C:12]([O:14]CC)=[CH2:13])=[CH:8][N:7]=2)[CH2:3][CH2:2]1.[Br:17]N1C(=O)CCC1=O>C1COCC1.O.C(OCC)(=O)C>[Br:17][CH2:14][C:12]([C:9]1[CH:8]=[N:7][C:6]([O:5][CH2:4][CH:1]2[CH2:3][CH2:2]2)=[N:11][CH:10]=1)=[O:13] |f:2.3|. Procedure details: A solution of 480 mg (2.18 mmol) of 2-cyclopropylmethoxy-5-(1-ethoxyvinyl)pyrimidine in 8 mL of a THF/H2O mixture: (6/2: v/v) is cooled to 0° C. under argon. After addition of 380.02 mg (2.11 mmol) of N-bromosuccinimide, the reaction mixture is maintained at 0° C. for 1 hour. The solution obtained is taken up in ethyl acetate and washed with aqueous NaHCO3 solution and then with saturated NaCl solution. The organic phase is dried over magnesium sulfate and evaporated to dryness. The residue is p... Starting materials: C([O-])([O-])=O.[K+].[K+] (potassium carbonate), C(C1=CC=CC=C1)Br (benzyl bromide), OC=1C(=NC=CC1)C#N (3-hydroxypicolinonitrile). Run in CC(=O)C (acetone). Yields the product C(C1=CC=CC=C1)OC=1C(=NC=CC1)C#N (3-benzyloxypicolinonitrile). Yield: 82.8%. RXN SMILES: [OH:1][C:2]1[C:3]([C:8]#[N:9])=[N:4][CH:5]=[CH:6][CH:7]=1.C(=O)([O-])[O-].[K+].[K+].[CH2:16](Br)[C:17]1[CH:22]=[CH:21][CH:20]=[CH:19][CH:18]=1>CC(C)=O>[CH2:16]([O:1][C:2]1[C:3]([C:8]#[N:9])=[N:4][CH:5]=[CH:6][CH:7]=1)[C:17]1[CH:22]=[CH:21][CH:20]=[CH:19][CH:18]=1 |f:1.2.3|. Procedure details: A suspension of 3-hydroxypicolinonitrile (3.00 g, 25.0 mmol), which was prepared according to “Synthesis” 316 (1983) and “J. Org. Chem.” 48 1375 (1983), potassium carbonate (5.40 g, 39.1 mmol) and benzyl bromide (5.10 g, 29.8 mmol) in acetone (150 mL) was stirred at room temperature for 20 hrs. The reaction mixture was filtrated and the filtrate was evaporated. The residue was purified by column chromatography on silica gel (ethyl acetate/n-hexane=1/3 to 1/2) followed by recrystallization from e... Reactants: [N+](=O)([O-])C=1C=C2C(NC(NC2=CC1)=O)=O (6-nitroquinazoline-2,4 (1H,3H)-dione), CN1C(N(CC1)C)=O (1,3-dimethyl-2-imidazolidinone), P(=O)(Cl)(Cl)Cl (phosphorus oxychloride), C(CCC)N (butylamine). Run in O (water). Reaction conditions: time 30 minute. Yields the product C(CCC)NC1=NC(=NC2=CC=C(C=C12)[N+](=O)[O-])Cl (4-Butylamino-2-chloro-6-nitroquinazoline). Yield: 63.6%. As a reaction SMILES: [N+:1]([C:4]1[CH:5]=[C:6]2[C:11](=[CH:12][CH:13]=1)[NH:10][C:9](=O)[NH:8][C:7]2=O)([O-:3])=[O:2].CN1CCN(C)C1=O.P(Cl)(Cl)([Cl:26])=O.[CH2:29]([NH2:33])[CH2:30][CH2:31][CH3:32]>O>[CH2:29]([NH:33][C:7]1[C:6]2[C:11](=[CH:12][CH:13]=[C:4]([N+:1]([O-:3])=[O:2])[CH:5]=2)[N:10]=[C:9]([Cl:26])[N:8]=1)[CH2:30][CH2:31][CH3:32]. Procedure details: To 500 mg (2.41 mmol) of 6-nitroquinazoline-2,4 (1H,3H)-dione were added 2 ml of 1,3-dimethyl-2-imidazolidinone and 8.23 g (53.64 mmol) of phosphorus oxychloride, and the resulting mixture was subjected to heating under reflux for 3 hours. After phosphorus oxychloride was removed in vacuo, the mixture was dissolved in 5 ml of acetonitrile, followed by addition of 5.9 ml (60 mmol) of butylamine and stirring under ice cooling for 30 minutes. To the reaction solution was added water, followed by ex...